Dataset: the Open Reaction Database (ORD), a public repository of structured organic reaction records. Task: describe an organic reaction: reactants, conditions, products, and yield RXN SMILES: [CH3:1][CH:2]([CH:6]([S:8][CH3:9])[CH3:7])[C:3](O)=[O:4].C(Cl)(=O)C(Cl)=O.[Cl:16][C:17]1[C:21]([NH:22][CH2:23][CH3:24])=[CH:20][N:19]([C:25]2[CH:26]=[N:27][CH:28]=[C:29]([F:31])[CH:30]=2)[N:18]=1>ClCCl.CN(C)C=O.CN(C)C1C=CN=CC=1>[Cl:16][C:17]1[C:21]([N:22]([CH2:23][CH3:24])[C:3](=[O:4])[CH:2]([CH3:1])[CH:6]([S:8][CH3:9])[CH3:7])=[CH:20][N:19]([C:25]2[CH:26]=[N:27][CH:28]=[C:29]([F:31])[CH:30]=2)[N:18]=1.[Cl:16][C:17]1[C:21]([N:22]([CH2:23][CH3:24])[C:3](=[O:4])/[C:2](/[CH3:1])=[CH:6]\[CH3:7])=[CH:20][N:19]([C:25]2[CH:26]=[N:27][CH:28]=[C:29]([F:31])[CH:30]=2)[N:18]=1. Conditions: time 8 hour. The reagents and catalysts are CN(C=O)C (dimethylformamide), CN(C1=CC=NC=C1)C (4-dimethylaminopyridine). Reactants: CC(C(=O)O)C(C)SC (2-methyl-3-(methylthio)butanoic acid), C(C(=O)Cl)(=O)Cl (Oxalyl dichloride), ClC1=NN(C=C1NCC)C=1C=NC=C(C1)F (3-chloro-N-ethyl-1-(5-fluoropyridin-3-yl)-1H-pyrazol-4-amine). Procedure details: To a solution 2-methyl-3-(methylthio)butanoic acid (0.154 g, 1.039 mmol) in dichloromethane (1 mL) at room temperature was added 1 drop of dimethylformamide. Oxalyl dichloride (0.178 ml, 2.078 mmol) was added dropwise and the reaction was stirred at room temperature overnight. The solvent was removed under reduced pressure. The residue was redissolved in dichloromethane (1 mL) and the solvent was removed under reduced pressure. The residue was redissolved in dichloromethane (0.5 mL) and the solu... Run in ClCCl (dichloromethane), ClCCl (dichloromethane). Isolated yield 28.3%. Product: ClC1=NN(C=C1N(C(C(C(C)SC)C)=O)CC)C=1C=NC=C(C1)F (N-(3-chloro-1-(5-fluoropyridin-3-yl)-1H-pyrazol-4-yl)-N-ethyl-2-methyl-3-(methylthio)butanamide), ClC1=NN(C=C1N(C(\C(=C/C)\C)=O)CC)C=1C=NC=C(C1)F ((Z)—N-(3-chloro-1-(5-fluoropyridin-3-yl)-1H-pyrazol-4-yl)-N-ethyl-2-methylbut-2-enamide). The reactants are CS(=O)(=O)C1=CC=C(C=C1)C1=C(C=CC=C1)[N+](=O)[O-] (4'-methanesulphonyl-2-nitrobiphenyl), hydrated sodium sulphide. Reported procedure: A mixture of 4-methanesulphonyliodobenzene (18 g), 2-bromonitrobenzene (12.7 g) and copper powder (12 g) was heated at 120° C. for 30 hours to yield a residue which was purified by chromatography on a silica column eluted successively with 5:95 mixture, a 10:90 mixture, a 25:75 mixture and then a 40:60 mixture of ethylacetate and hexane to give 4'-methanesulphonyl-2-nitrobiphenyl (m.p. 178° C.). 4'-methanesulphonyl-2-nitrobiphenyl (5 g) was heated at 90°-95° C. for 6 hours with hydrated sodium s... As a reaction SMILES: [CH3:1][S:2]([C:5]1[CH:10]=[CH:9][C:8]([C:11]2[CH:16]=[CH:15][CH:14]=[CH:13][C:12]=2[N+:17]([O-])=O)=[CH:7][CH:6]=1)(=[O:4])=[O:3]>C(O)C>[NH2:17][C:12]1[CH:13]=[CH:14][CH:15]=[CH:16][C:11]=1[C:8]1[CH:9]=[CH:10][C:5]([S:2]([CH3:1])(=[O:4])=[O:3])=[CH:6][CH:7]=1. Product: NC1=C(C=CC=C1)C1=CC=C(C=C1)S(=O)(=O)C (2-amino-4'-methanesulphonylbiphenyl). The solvent is C(C)O (ethanol).